describe an organic reaction: reactants, conditions, products, and yield From a dataset of the Open Reaction Database (ORD), a public repository of structured organic reaction records. Reactants: COC(=O)C1CC(Oc2ccc(Cl)cc2)CN1CC(O)COc1ccccc1NC(C)=O, CC#N, Cl, O=C(O)C(F)(F)F, [Li+], [OH-], O, O. Product: CC(=O)Nc1ccccc1OCC(O)CN1CC(Oc2ccc(Cl)cc2)CC1C(=O)O, O=C(O)C(F)(F)F. As a reaction SMILES: [C:2]([CH3:3])(=[O:4])[NH:5][c:6]1[c:7]([O:8][CH2:9][CH:10]([CH2:11][N:12]2[CH:13]([C:25](=[O:26])[O:27][CH3:28])[CH2:14][CH:15]([O:17][c:18]3[cH:19][cH:20][c:21]([Cl:24])[cH:22][cH:23]3)[CH2:16]2)[OH:29])[cH:30][cH:31][cH:32][cH:33]1.[CH3:44][C:45]#[N:46].[ClH:1].[F:37][C:38]([C:39](=[O:40])[OH:41])([F:42])[F:43].[Li+:36].[OH-:35].[OH2:34].[OH2:47]>>[C:2]([CH3:3])(=[O:4])[NH:5][c:6]1[c:7]([O:8][CH2:9][CH:10]([CH2:11][N:12]2[CH:13]([C:25](=[O:26])[OH:27])[CH2:14][CH:15]([O:17][c:18]3[cH:19][cH:20][c:21]([Cl:24])[cH:22][cH:23]3)[CH2:16]2)[OH:29])[cH:30][cH:31][cH:32][cH:33]1.[F:37][C:38]([C:39](=[O:40])[OH:41])([F:42])[F:43]. Reaction SMILES: [Ag-:45]=[O:46].[Br:18][CH2:19][c:20]1[c:21]([O:30][CH3:31])[cH:22][c:23]([C:24](=[O:25])[O:26][CH3:27])[cH:28][cH:29]1.[CH3:1][CH:2]([CH2:3][CH2:4][NH:5][C:6](=[O:7])[c:8]1[cH:9][c:10]2[cH:11][cH:12][nH:13][c:14]2[cH:15][cH:16]1)[CH3:17].[CH3:32][c:33]1[cH:34][cH:35][cH:36][cH:37][cH:38]1.[CH3:39][CH2:40][O:41][C:42](=[O:43])[CH3:44]>>[CH3:1][CH:2]([CH2:3][CH2:4][NH:5][C:6](=[O:7])[c:8]1[cH:9][c:10]2[c:11]([CH2:19][c:20]3[c:21]([O:30][CH3:31])[cH:22][c:23]([C:24](=[O:25])[O:26][CH3:27])[cH:28][cH:29]3)[cH:12][nH:13][c:14]2[cH:15][cH:16]1)[CH3:17]. Starting materials: O=[Ag-], COC(=O)c1ccc(CBr)c(OC)c1, CC(C)CCNC(=O)c1ccc2[nH]ccc2c1, Cc1ccccc1, CCOC(C)=O. The product is COC(=O)c1ccc(Cc2c[nH]c3ccc(C(=O)NCCC(C)C)cc23)c(OC)c1. Product: Fc1ccc(Oc2ncc3c(-c4ccccc4Cl)n[nH]c3n2)c(F)c1. The reactants are C1CCOC1, CC(C)(C)[O-], CCOC(C)=O, [Cl-], CS(=O)(=O)c1ncc2c(-c3ccccc3Cl)n[nH]c2n1, Oc1ccc(F)cc1F, [K+], [NH4+], O. Reaction SMILES: [CH2:16]1[O:17][CH2:18][CH2:19][CH2:20]1.[CH3:10][C:11]([CH3:12])([O-:13])[CH3:14].[CH3:41][CH2:42][O:43][C:44](=[O:45])[CH3:46].[Cl-:47].[Cl:21][c:22]1[c:23](-[c:28]2[n:29][nH:30][c:31]3[n:32][c:33]([S:37]([CH3:38])(=[O:39])=[O:40])[n:34][cH:35][c:36]23)[cH:24][cH:25][cH:26][cH:27]1.[F:1][c:2]1[c:3]([OH:9])[cH:4][cH:5][c:6]([F:8])[cH:7]1.[K+:15].[NH4+:48].[OH2:49]>>[F:1][c:2]1[c:3]([O:9][c:33]2[n:32][c:31]3[nH:30][n:29][c:28](-[c:23]4[c:22]([Cl:21])[cH:27][cH:26][cH:25][cH:24]4)[c:36]3[cH:35][n:34]2)[cH:4][cH:5][c:6]([F:8])[cH:7]1. Starting materials: Cl (hydrochloric acid), COC(CC1=C(C2=CC=C(C=C2C(=C1)O)F)F)=O ((1,6-difluoro-4-hydroxy-naphthalen-2-yl)acetic acid methyl ester), BrC1=NC=C(C=C1)S(=O)(=O)C (2-bromo-5-methanesulfonyl-pyridin), C([O-])([O-])=O.[K+].[K+] (potassium carbonate). Solvent: CN(C=O)C (N,N-dimethylformamide). Conditions: temperature 70 celsius. The product is COC(CC1=C(C2=CC=C(C=C2C(=C1)OC1=NC=C(C=C1)S(=O)(=O)C)F)F)=O ([1,6-difluoro-4-(5-methanesulfonyl-pyridin-2-yloxy)-naphthalen-2-yl]-acetic acid methyl ester). The yield is 86.8%. As a reaction SMILES: [CH3:1][O:2][C:3](=[O:18])[CH2:4][C:5]1[CH:14]=[C:13]([OH:15])[C:12]2[C:7](=[CH:8][CH:9]=[C:10]([F:16])[CH:11]=2)[C:6]=1[F:17].Br[C:20]1[CH:25]=[CH:24][C:23]([S:26]([CH3:29])(=[O:28])=[O:27])=[CH:22][N:21]=1.C(=O)([O-])[O-].[K+].[K+].Cl>CN(C)C=O>[CH3:1][O:2][C:3](=[O:18])[CH2:4][C:5]1[CH:14]=[C:13]([O:15][C:20]2[CH:25]=[CH:24][C:23]([S:26]([CH3:29])(=[O:28])=[O:27])=[CH:22][N:21]=2)[C:12]2[C:7](=[CH:8][CH:9]=[C:10]([F:16])[CH:11]=2)[C:6]=1[F:17] |f:2.3.4|. Reported procedure: A mixture of (1,6-difluoro-4-hydroxy-naphthalen-2-yl)acetic acid methyl ester (50 mg, 0.198 mmol), 2-bromo-5-methanesulfonyl-pyridin (52 mg, 0.22 mmol), potassium carbonate (60 mg, 0.434 mmol) and N,N-dimethylformamide (2.0 mL) was heated at 70° C. for 3 hours. The resulting mixture was cooled to room temperature, acidified with 1 N hydrochloric acid to pH 3, and extracted with ethyl acetate (20 mL×3). The combined organic layers were washed with brine (20 mL×3), dried over sodium sulfate, and c... Starting materials: N1C(=NC2=C1C=CC=C2)CCCN(CCC2(C(C1=CC=C(C=C1CC2)F)C(C)C)O)C (2-[2-{[3-(1H-benzimidazol-2-yl)propyl]methylamino}ethyl]-6-fluoro-1-isopropyl-1,2,3,4-tetrahydronaphthalen-2-ol), COCC(=O)O (methoxyacetic acid). Yields the product COCC(=O)O (methoxyacetic acid), COCC(=O)OC1(C(C2=CC=C(C=C2CC1)F)C(C)C)CCN(C)CCCC1=NC2=C(N1)C=CC=C2 (2-[2-{[3-(1H-benzimidazol-2-yl)propyl]methylamino}ethyl]-6-fluoro-1-isopropyl-1,2,3,4-tetrahydronaphthalen-2-yl methoxyacetate). As a reaction SMILES: [NH:1]1[C:5]2[CH:6]=[CH:7][CH:8]=[CH:9][C:4]=2[N:3]=[C:2]1[CH2:10][CH2:11][CH2:12][N:13]([CH3:31])[CH2:14][CH2:15][C:16]1([OH:30])[CH2:25][CH2:24][C:23]2[C:18](=[CH:19][CH:20]=[C:21]([F:26])[CH:22]=2)[CH:17]1[CH:27]([CH3:29])[CH3:28].[CH3:32][O:33][CH2:34][C:35]([OH:37])=[O:36]>>[CH3:32][O:33][CH2:34][C:35]([OH:37])=[O:36].[CH3:32][O:33][CH2:34][C:35]([O:30][C:16]1([CH2:15][CH2:14][N:13]([CH2:12][CH2:11][CH2:10][C:2]2[NH:3][C:4]3[CH:9]=[CH:8][CH:7]=[CH:6][C:5]=3[N:1]=2)[CH3:31])[CH2:25][CH2:24][C:23]2[C:18](=[CH:19][CH:20]=[C:21]([F:26])[CH:22]=2)[CH:17]1[CH:27]([CH3:28])[CH3:29])=[O:36]. Procedure: The method of claim 9 further including the step of contacting the thus-formed 2-[2-{[3-(1H-benzimidazol-2-yl)propyl]methylamino}ethyl]-6-fluoro-1-isopropyl-1,2,3,4-tetrahydronaphthalen-2-ol with methoxyacetic acid or an activated derivative of methoxyacetic acid to form 2-[2-{[3-(1H-benzimidazol-2-yl)propyl]methylamino}ethyl]-6-fluoro-1-isopropyl-1,2,3,4-tetrahydronaphthalen-2-yl methoxyacetate. The reactants are COC1=NC=CC(=N1)CCC1=CC=CC=C1 (2-methoxy-4-phenethylpyrimidine). The solvent is Cl (HCl). Yields the product C(CC1=CC=CC=C1)C1=NC(NC=C1)=O (4-Phenethylpyrimidin-2(1H)-one). Isolated yield 73.8%. Reaction SMILES: C[O:2][C:3]1[N:8]=[C:7]([CH2:9][CH2:10][C:11]2[CH:16]=[CH:15][CH:14]=[CH:13][CH:12]=2)[CH:6]=[CH:5][N:4]=1>Cl>[CH2:9]([C:7]1[CH:6]=[CH:5][NH:4][C:3](=[O:2])[N:8]=1)[CH2:10][C:11]1[CH:12]=[CH:13][CH:14]=[CH:15][CH:16]=1. Reported procedure: A solution of 2-methoxy-4-phenethylpyrimidine (0.50 g, 2.3 mmol) in concentrated HCl (4.0 mL) was heated under reflux for 16 h. The reaction solution was cooled to room temperature and filtered. The filter cake was washed with water and dried under reduced pressure to give the title compound (0.34 g, 74%) as an off-white solid: 1H NMR (500 MHz, CD3OD) δ 8.52 (d, J=6.5 Hz, 1H), 7.33-7.24 (m, 5H), 6.78 (d, J=6.0 Hz, 1H), 3.12-3.07 (m, 4H).